The task is: describe an organic reaction: reactants, conditions, products, and yield. This data is from the Open Reaction Database (ORD), a public repository of structured organic reaction records. The reactants are C1CCOC1, O=S(Cl)Cl, COc1cc(CO)ccc1OCc1nc(-c2ccco2)oc1C. Product: COc1cc(CCl)ccc1OCc1nc(-c2ccco2)oc1C. RXN SMILES: [O:28]1[CH2:29][CH2:30][CH2:31][CH2:32]1.[S:1]([Cl:2])([Cl:3])=[O:4].[o:5]1[c:6](-[c:10]2[o:11][c:12]([CH3:27])[c:13]([CH2:15][O:16][c:17]3[c:18]([O:25][CH3:26])[cH:19][c:20]([CH2:21][OH:22])[cH:23][cH:24]3)[n:14]2)[cH:7][cH:8][cH:9]1>>[Cl:3][CH2:21][c:20]1[cH:19][c:18]([O:25][CH3:26])[c:17]([O:16][CH2:15][c:13]2[c:12]([CH3:27])[o:11][c:10](-[c:6]3[o:5][cH:9][cH:8][cH:7]3)[n:14]2)[cH:24][cH:23]1. Product: N=1C=CN2C1C=CC(=C2)C2=NOC(=N2)C=2C=NC=CC2 (3-(imidazo[1,2-a]pyridin-6-yl)-5-(pyridin-3-yl)-1,2,4-oxadiazole). The reactants are ON=C(N)C=1C=CC=2N(C1)C=CN2 (N′-hydroxyimidazo[1,2-a]pyridine-6-carboximidamide), N (NH3), C(C1=CN=CC=C1)(=O)Cl (nicotinoyl chloride), Cl (hydrochloric Acid). Reported procedure: The title compound was prepared according to Method D using N′-hydroxyimidazo[1,2-a]pyridine-6-carboximidamide (Bionet) and nicotinoyl chloride, hydrochloric Acid (Aldrich). 1H NMR (300 MHz, DMSO-d6) δ 7.62-7.91 (m, 4 H), 8.20 (s, 1 H), 8.56 (dt, J=8.1, 1.9 Hz, 1 H), 8.92 (dd, J=4.7, 1.7 Hz, 1 H) ppm; MS (DCI/NH3) m/z 264 (M+H)+. Reaction SMILES: [OH:1][N:2]=[C:3]([C:5]1[CH:6]=[CH:7][C:8]2[N:9]([CH:11]=[CH:12][N:13]=2)[CH:10]=1)[NH2:4].[C:14](Cl)(=O)[C:15]1[CH:20]=[CH:19][CH:18]=[N:17][CH:16]=1.Cl.N>>[N:13]1[CH:12]=[CH:11][N:9]2[CH:10]=[C:5]([C:3]3[N:4]=[C:14]([C:15]4[CH:16]=[N:17][CH:18]=[CH:19][CH:20]=4)[O:1][N:2]=3)[CH:6]=[CH:7][C:8]=12. Starting materials: IC (iodomethane), BrC1=CC(=C(N)C=C1)Cl (4-bromo-2-chloroaniline), C(=O)([O-])[O-].[K+].[K+] (K2CO3), CN(C)C=O (DMF). Product: BrC1=CC(=C(N(C)C)C=C1)Cl (4-bromo-2-chloro-N,N-dimethylaniline). Isolated yield 78.0%. RXN SMILES: IC.[Br:3][C:4]1[CH:10]=[CH:9]C(N)=[C:6]([Cl:11])[CH:5]=1.C([O-])([O-])=O.[K+].[K+].[CH3:18][N:19]([CH:21]=O)[CH3:20]>>[Br:3][C:4]1[CH:10]=[CH:9][C:21]([N:19]([CH3:20])[CH3:18])=[C:6]([Cl:11])[CH:5]=1 |f:2.3.4|. Reported procedure: Under nitrogen, 11.6 mL (186 mmol) of iodomethane was added to a stirred solution of 12.8 g (62 mmol) of 4-bromo-2-chloroaniline and 42.8 g (310 mmol) of powdered K2CO3 in 200 mL of DMF. Purification by silica gel chromatography (Waters Prep-500A)with ethyl acetate/hexane (5:95) gave 11.3 g (78%) of 4-bromo-2-chloro-N,N-dimethylaniline as a colorless liquid: NMR (CDCl3) δ 2.79 (s, 6H), 6.92(d, J=9 Hz, 1H), 7.25-7.34 (m, 1H), 7.49 (d, J=2 Hz, 1H). Starting materials: N4 -(3-aminopropyl)-2'3'-dideoxycytidine-5-triphosphate, RT(ddCTP), OP(OP(O)(OP(O)(O)=O)=O)(OC[C@@H]1CC[C@H](N2C(N=C(C=C2)N)=O)O1)=O (ddCTP), OP(OP(O)(OP(O)(O)=O)=O)(OC[C@@H]1CC[C@H](N2C(N=C(C=C2)N)=O)O1)=O (ddCTP). Solvent: O (H2O). Product: P(O)(=O)(OP(=O)(O)OP(=O)(O)O)OC[C@@H]1CC[C@@H](O1)N1C(=O)N=C(NCCCN)C=C1 (N4 -(3-Aminopropyl)-2',3'-dideoxycytidine-5'-triphosphate). As a reaction SMILES: [OH:1][P:2](=[O:27])([O:12][CH2:13][C@H:14]1[O:26][C@@H:17]([N:18]2[CH:23]=[CH:22][C:21]([NH2:24])=[N:20][C:19]2=[O:25])[CH2:16][CH2:15]1)[O:3][P:4](=[O:11])([O:6][P:7](=[O:10])([OH:9])[OH:8])[OH:5]>O>[P:2]([O:12][CH2:13][C@H:14]1[O:26][C@@H:17]([N:18]2[CH:23]=[CH:22][C:21]([NH:24][CH2:15][CH2:16][CH2:17][NH2:18])=[N:20][C:19]2=[O:25])[CH2:16][CH2:15]1)([O:3][P:4]([O:6][P:7]([OH:9])([OH:8])=[O:10])([OH:5])=[O:11])(=[O:1])[OH:27]. Procedure details: 2',3'-dideoxycytidine-5'-triphosphate (20 umol) was dissolved in 1.0 ml of the 1,3-propanediamine/bisulfite reaction mixture and incubated at 37° C. for 60 hr. when HPLC indicated complete conversion of the starting material to one new major substance. The product was isolated by Sephadex chromatography and lyophilization in the manner described above to yield 16.0 umol (80%) of an amorphous solid and identified as N4 -(3-aminopropyl)-2'3'-dideoxycytidine-5-triphosphate AP-ddCTP. The structure o...